Dataset: the Open Reaction Database (ORD), a public repository of structured organic reaction records. Task: describe an organic reaction: reactants, conditions, products, and yield The reactants are NC=1N=CN(C1)C1=NC(=C2N=CN(C2=N1)[C@H]1[C@@H]([C@@H]([C@H](C1)NC(CO)=O)O)O)NCC(C1=CC=CC=C1)C1=CC=CC=C1 (N-{(1S,2R,3S,4R)-4-[2-(4-amino-imidazol-1-yl)-6-(2,2-diphenyl-ethylamino)-purin-9-yl]-2,3-dihydroxy-cyclopentyl}-2-hydroxy-acetamide), {(1S,2R,3S,4R)-4-[2-chloro-6-(2,2-diphenyl-ethylamino)-purin-9-yl]-2,3-dihydroxy-cyclopentylcarbamoyl}-methyl ester, [N+](=O)([O-])C=1N=CNC1 (4-nitro-1H-imidazole). Yields the product NC1=NN(C=N1)C1=NC(=C2N=CN(C2=N1)[C@H]1[C@@H]([C@@H]([C@H](C1)NC(CO)=O)O)O)NCC(C1=CC=CC=C1)C1=CC=CC=C1 (N-{(1S,2R,3S,4R)-4-[2-(3-Amino-[1,2,4]triazol-1-yl)-6-(2,2-diphenyl-ethylamino)-purin-9-yl]-2,3-dihydroxy-cyclopentyl}-2-hydroxy-acetamide). As a reaction SMILES: [NH2:1][C:2]1[N:3]=[CH:4][N:5]([C:7]2[N:15]=[C:14]3[C:10]([N:11]=[CH:12][N:13]3[C@@H:16]3[CH2:20][C@H:19]([NH:21][C:22](=[O:25])[CH2:23][OH:24])[C@@H:18]([OH:26])[C@H:17]3[OH:27])=[C:9]([NH:28][CH2:29][CH:30]([C:37]3[CH:42]=[CH:41][CH:40]=[CH:39][CH:38]=3)[C:31]3[CH:36]=[CH:35][CH:34]=[CH:33][CH:32]=3)[N:8]=2)C=1.[N+:43](C1N=CNC=1)([O-])=O>>[NH2:1][C:2]1[N:3]=[CH:4][N:5]([C:7]2[N:15]=[C:14]3[C:10]([N:11]=[CH:12][N:13]3[C@@H:16]3[CH2:20][C@H:19]([NH:21][C:22](=[O:25])[CH2:23][OH:24])[C@@H:18]([OH:26])[C@H:17]3[OH:27])=[C:9]([NH:28][CH2:29][CH:30]([C:31]3[CH:36]=[CH:35][CH:34]=[CH:33][CH:32]=3)[C:37]3[CH:38]=[CH:39][CH:40]=[CH:41][CH:42]=3)[N:8]=2)[N:43]=1. Reported procedure: The title compound is prepared analogously to N-{(1S,2R,3S,4R)-4-[2-(4-amino-imidazol-1-yl)-6-(2,2-diphenyl-ethylamino)-purin-9-yl]-2,3-dihydroxy-cyclopentyl}-2-hydroxy-acetamide (Intermediate ZU) from {(1S,2R,3S,4R)-4-[2-chloro-6-(2,2-diphenyl-ethylamino)-purin-9-yl]-2,3-dihydroxy-cyclopentylcarbamoyl}-methyl ester (Intermediate Q1) by substituting 3-nitro-1H-[1,2,4]triazole for 4-nitro-1H-imidazole in step ZU1. Starting materials: C(C)(C)(C)OC(=O)N[C@@H]([C@@H](C)CC)C(=O)O (t-butyloxycarbonyl-L-isoleucine), C(C)(C)(C)OC(=O)N[C@@H]([C@@H](C)CC)C(=O)O (t-butyloxycarbonyl-L-isoleucine), C(C)(C)(C)OC(=O)N[C@@H]([C@H](O)C)C(=O)O (t-butyloxycarbonyl-threonine), C(C)(C)(C)OC(=O)N[C@@H]([C@@H](C)CC)C(=O)O (t-butyloxycarbonylisoleucine), C(C)(C)(C)OC(=O)N[C@@H](C(C)C)C(=O)O (t-butyloxycarbonyl-L-valine). Conditions: time 24 hour. Yields the product C(C)(C)(C)OC(=O)N[C@@H]([C@H](O)C)C(=O)N[C@@H](C(C)C)C(=O)N[C@@H]([C@@H](C)CC)C(=O)O (t-butyloxycarbonyl-threonylvalylisoleucine). As a reaction SMILES: C(O[C:6]([NH:8][C@H:9]([C:14]([OH:16])=[O:15])[C@H:10]([CH2:12][CH3:13])[CH3:11])=[O:7])(C)(C)C.C(OC([NH:24][C@H:25](C(O)=O)[CH:26]([CH3:28])[CH3:27])=O)(C)(C)C.[C:32]([O:36][C:37]([NH:39][C@H:40]([C:44]([OH:46])=O)[C@@H:41]([CH3:43])[OH:42])=[O:38])([CH3:35])([CH3:34])[CH3:33]>>[C:32]([O:36][C:37]([NH:39][C@H:40]([C:44]([NH:24][C@H:25]([C:6]([NH:8][C@H:9]([C:14]([OH:16])=[O:15])[C@H:10]([CH2:12][CH3:13])[CH3:11])=[O:7])[CH:26]([CH3:28])[CH3:27])=[O:46])[C@@H:41]([CH3:43])[OH:42])=[O:38])([CH3:33])([CH3:34])[CH3:35]. Reported procedure: A solution of 5.3 grams of t-butyloxycarbonyl-L-isoleucine (21.2 mmole), 2.5 milliliters of triethylamine (18 mmole) in a 2-methyltetrahydrofuran solvent is prepared and 20 grams of Merrifield resin is added thereto. Prior to use, the resin is washed with methanol, distilled water, ethanol, and methylene chloride and then dried in vacuo at 100° C. Prior to use, the 2-methyltetrahydrofuran is distilled over a sodium dispersion, and the triethylamine is distilled over phenylisocyanate and then red...